This data is from the Open Reaction Database (ORD), a public repository of structured organic reaction records. The task is: describe an organic reaction: reactants, conditions, products, and yield The reactants are CN(C)C=O, CCCc1cc(NC(=O)OC(C)C)cc(C)c1O, CSCCl, [H-], [Na+]. Yields the product CCCc1cc(NC(=O)OC(C)C)cc(C)c1OCSC. Reaction SMILES: [CH3:25][N:26]([CH3:27])[CH:28]=[O:29].[CH3:3][c:4]1[cH:5][c:6]([NH:14][C:15]([O:16][CH:17]([CH3:18])[CH3:19])=[O:20])[cH:7][c:8]([CH2:11][CH2:12][CH3:13])[c:9]1[OH:10].[Cl:21][CH2:22][S:23][CH3:24].[H-:1].[Na+:2]>>[CH3:3][c:4]1[cH:5][c:6]([NH:14][C:15]([O:16][CH:17]([CH3:18])[CH3:19])=[O:20])[cH:7][c:8]([CH2:11][CH2:12][CH3:13])[c:9]1[O:10][CH2:22][S:23][CH3:24].